From a dataset of the Open Reaction Database (ORD), a public repository of structured organic reaction records. describe an organic reaction: reactants, conditions, products, and yield Product: N#CCc1ccccc1OCCCN1CCCC1. RXN SMILES: [Cl:11][CH2:12][CH2:13][CH2:14][N:15]1[CH2:16][CH2:17][CH2:18][CH2:19]1.[OH:1][c:2]1[c:3]([CH2:8][C:9]#[N:10])[cH:4][cH:5][cH:6][cH:7]1>>[O:1]([c:2]1[c:3]([CH2:8][C:9]#[N:10])[cH:4][cH:5][cH:6][cH:7]1)[CH2:12][CH2:13][CH2:14][N:15]1[CH2:16][CH2:17][CH2:18][CH2:19]1. Starting materials: ClCCCN1CCCC1, N#CCc1ccccc1O. The reactants are CS(=O)(=O)O (methane sulfonic acid), N(=O)C1=C(C=CC=C1)C (ortho-nitrosotoluene), O (water). The solvent is C(Cl)Cl (methylene chloride), C(Cl)Cl (methylene chloride). Yields the product CC1=C(C=CC=C1)N(O)C1=CC(=C(C=C1)N=O)C (N-(2-methylphenyl)-N-(3-methyl-4-nitrosophenyl)-hydroxylamine). RXN SMILES: [N:1]([C:3]1[CH:8]=[CH:7][CH:6]=[CH:5][C:4]=1[CH3:9])=[O:2].CS(O)(=O)=O.[OH2:15]>C(Cl)Cl>[CH3:9][C:4]1[CH:5]=[CH:6][CH:7]=[CH:8][C:3]=1[N:1]([C:6]1[CH:7]=[CH:8][C:3]([N:1]=[O:15])=[C:4]([CH3:9])[CH:5]=1)[OH:2]. Reported procedure: 4.982 g of 97% ortho-nitrosotoluene (41.12 mmol) were dissolved in 20 ml of methylene chloride at room temperature and 5.93 g of 98% methane sulfonic acid (61.7 mmol = molar ratio of 1:1.5) added thereto in the course of 2 minutes. Stirring was continued for one-half hour at room temperature and subsequently the dark brown, clear solution sprayed into water of 30° C. under a vacuum, whereby the methylene chloride was distilled off simultaneously. By means of filtration, it was possible to obtain...